From a dataset of the Open Reaction Database (ORD), a public repository of structured organic reaction records. describe an organic reaction: reactants, conditions, products, and yield Starting materials: NN1C(C2=CC=CC=C2C(=N1)C1=CC(=NC=C1)Cl)=O (2-amino-4-(2-chloropyridin-4-yl)phthalazin-1(2H)-one), ClC1=CC=C(C=C1)CC(=O)Cl (2-(4-chlorophenyl)acetyl chloride). Procedure details: The product from Example 29B and 2-(4-chlorophenyl)acetyl chloride were processed using a method similar to that described in Example 4C to give the title compound. 1H NMR (500 MHz, DMSO-d6) δ ppm 11.79 (s, 1H), 8.62 (d, J=5.0 Hz, 1H), 8.40-8.44 (m, 1H), 7.94-8.05 (m, 2H), 7.73-7.81 (m, 2H), 7.68 (dd, J=5.0, 1.5 Hz, 1H), 7.36-7.45 (m, 4H), 3.72 (s, 2H); MS (APCI+) M/Z 425 (M+H)+. Reaction SMILES: [NH2:1][N:2]1[N:11]=[C:10]([C:12]2[CH:17]=[CH:16][N:15]=[C:14]([Cl:18])[CH:13]=2)[C:9]2[C:4](=[CH:5][CH:6]=[CH:7][CH:8]=2)[C:3]1=[O:19].[Cl:20][C:21]1[CH:26]=[CH:25][C:24]([CH2:27][C:28](Cl)=[O:29])=[CH:23][CH:22]=1>>[Cl:20][C:21]1[CH:26]=[CH:25][C:24]([CH2:27][C:28]([NH:1][N:2]2[N:11]=[C:10]([C:12]3[CH:17]=[CH:16][N:15]=[C:14]([Cl:18])[CH:13]=3)[C:9]3[C:4](=[CH:5][CH:6]=[CH:7][CH:8]=3)[C:3]2=[O:19])=[O:29])=[CH:23][CH:22]=1. The product is ClC1=CC=C(C=C1)CC(=O)NN1C(C2=CC=CC=C2C(=N1)C1=CC(=NC=C1)Cl)=O (2-(4-chlorophenyl)-N-[4-(2-chloropyridin-4-yl)-1-oxophthalazin-2(1H)-yl]acetamide).